Dataset: the Open Reaction Database (ORD), a public repository of structured organic reaction records. Task: describe an organic reaction: reactants, conditions, products, and yield Reactants: O=C([O-])[O-], C1CCC2OC2C1, Cl, [K+], [K+], C1CCNCC1, O. The product is OC1CCCCC1N1CCCCC1. RXN SMILES: [C:8](=[O:9])([O-:10])[O-:11].[CH:14]12[CH:15]([CH2:16][CH2:17][CH2:18][CH2:19]1)[O:20]2.[ClH:1].[K+:12].[K+:13].[NH:2]1[CH2:3][CH2:4][CH2:5][CH2:6][CH2:7]1.[OH2:21]>>[N:2]1([CH:14]2[CH:15]([OH:20])[CH2:16][CH2:17][CH2:18][CH2:19]2)[CH2:3][CH2:4][CH2:5][CH2:6][CH2:7]1. The reactants are COC1=CC=C(C=C1)C1=C(N(C2=CC=CC=C12)CC1=CC(=CC=C1)C(F)(F)F)C=O (3-(4-Methoxyphenyl)-1-{[3-(trifluoromethyl)phenyl]methyl}indole-2-carbaldehyde), solution, [Si](C)(C)(C)C(F)(F)F (TMSCF3), solution, CCCC[N+](CCCC)(CCCC)CCCC.[F-] (TBAF). Solvent: O1CCCC1 (tetrahydrofuran), O1CCCC1 (tetrahydrofuran), O1CCCC1 (tetrahydrofuran). Reaction conditions: temperature 0 celsius, time 10 minute. Yields the product FC(C(O)C=1N(C2=CC=CC=C2C1C1=CC=C(C=C1)OC)CC1=CC(=CC=C1)C(F)(F)F)(F)F (2,2,2-Trifluoro-1-(3-(4-methoxyphenyl)-1-{[3-(trifluoromethyl)phenyl]methyl}indol-2-yl)ethan-1-ol). Isolated yield 21.0%. As a reaction SMILES: [CH3:1][O:2][C:3]1[CH:8]=[CH:7][C:6]([C:9]2[C:17]3[C:12](=[CH:13][CH:14]=[CH:15][CH:16]=3)[N:11]([CH2:18][C:19]3[CH:24]=[CH:23][CH:22]=[C:21]([C:25]([F:28])([F:27])[F:26])[CH:20]=3)[C:10]=2[CH:29]=[O:30])=[CH:5][CH:4]=1.[Si]([C:35]([F:38])([F:37])[F:36])(C)(C)C.CCCC[N+](CCCC)(CCCC)CCCC.[F-]>O1CCCC1>[F:36][C:35]([F:38])([F:37])[CH:29]([C:10]1[N:11]([CH2:18][C:19]2[CH:24]=[CH:23][CH:22]=[C:21]([C:25]([F:26])([F:27])[F:28])[CH:20]=2)[C:12]2[C:17]([C:9]=1[C:6]1[CH:7]=[CH:8][C:3]([O:2][CH3:1])=[CH:4][CH:5]=1)=[CH:16][CH:15]=[CH:14][CH:13]=2)[OH:30] |f:2.3|. Procedure: To a solution of 3-(4-methoxyphenyl)-1-{[3-(trifluoromethyl)phenyl]methyl}indole-2-carbaldehyde (Example 218, 200 mg, 0.49 mmol) in tetrahydrofuran (5 mL) was added a 0.5 M solution of TMSCF3 in tetrahydrofuran (4.9 mL, 2.4 mmol). The resulting solution was cooled to 0° C. and a 1.0 M solution of TBAF in tetrahydrofuran (0.10 mL, 0.10 mmol) was added. The mixture was stirred for 10 min at 0° C. and then let warm to RT and quenched by the addition of water. The resulting mixture was extracted wit... Starting materials: C1COCCO1, I[Cu]I, Cc1ccncc1I, [K+], [K+], [K+], NC1CCCCC1N, O=P([O-])([O-])[O-], CC1(C)CN(c2ccc3ncsc3c2)C(=O)N1. Yields the product Cc1ccncc1N1C(=O)N(c2ccc3ncsc3c2)CC1(C)C. RXN SMILES: [CH2:45]1[O:46][CH2:47][CH2:48][O:49][CH2:50]1.[Cu:42]([I:43])[I:44].[I:18][c:19]1[cH:20][n:21][cH:22][cH:23][c:24]1[CH3:25].[K+:39].[K+:40].[K+:41].[NH2:26][CH:27]1[CH2:28][CH2:29][CH2:30][CH2:31][CH:32]1[NH2:33].[P:34]([O-:35])([O-:36])([O-:37])=[O:38].[s:1]1[cH:2][n:3][c:4]2[c:5]1[cH:6][c:7]([N:10]1[C:11](=[O:17])[NH:12][C:13]([CH3:15])([CH3:16])[CH2:14]1)[cH:8][cH:9]2>>[s:1]1[cH:2][n:3][c:4]2[c:5]1[cH:6][c:7]([N:10]1[C:11](=[O:17])[N:12]([c:19]3[cH:20][n:21][cH:22][cH:23][c:24]3[CH3:25])[C:13]([CH3:15])([CH3:16])[CH2:14]1)[cH:8][cH:9]2. Starting materials: Cc1ccc(S(=O)(=O)N2CCCC(CC(=O)O)c3ccccc32)cc1, CN1CCCC1=O, CC(C)N, ClCCl, O=S(Cl)Cl. Yields the product Cc1ccc(S(=O)(=O)N2CCCC(CC(=O)NC(C)C)c3ccccc32)cc1. Reaction SMILES: [C:1](=[O:2])([OH:3])[CH2:4][CH:5]1[CH2:6][CH2:7][CH2:8][N:9]([S:16](=[O:17])(=[O:18])[c:19]2[cH:20][cH:21][c:22]([CH3:25])[cH:23][cH:24]2)[c:10]2[c:11]1[cH:12][cH:13][cH:14][cH:15]2.[CH3:30][N:31]1[CH2:32][CH2:33][CH2:34][C:35]1=[O:36].[CH3:37][CH:38]([CH3:39])[NH2:40].[Cl:41][CH2:42][Cl:43].[S:26]([Cl:27])([Cl:28])=[O:29]>>[C:1](=[O:2])([CH2:4][CH:5]1[CH2:6][CH2:7][CH2:8][N:9]([S:16](=[O:17])(=[O:18])[c:19]2[cH:20][cH:21][c:22]([CH3:25])[cH:23][cH:24]2)[c:10]2[c:11]1[cH:12][cH:13][cH:14][cH:15]2)[NH:40][CH:38]([CH3:37])[CH3:39]. Reactants: N[C@](CO)(C)C1=CC2=CC=C(C(=C2C=C1)C1=CC=C(C=C1)OC(F)(F)F)O[C@@H]1CC[C@H](CC1)C(C)(C)C ((R)-2-amino-2-(6-(trans-4-tert-butylcyclohexyloxy)-5-(4-(trifluoromethoxy)phenyl)naphthalen-2-yl)propan-1-ol), C(C)(C)(C)[C@@H]1CC[C@H](CC1)OC=1C(=C2C=CC(=CC2=CC1)[C@]1(NC(OC1)=O)C)C1=CC=C(C=C1)OCC ((R)-4-(6-(trans-4-tert-butylcyclohexyloxy)-5-(4-ethoxyphenyl)naphthalen-2-yl)-4-methyloxazolidin-2-one). Product: N[C@](CO)(C)C1=CC2=CC=C(C(=C2C=C1)C1=CC=C(C=C1)OCC)O[C@@H]1CC[C@H](CC1)C(C)(C)C ((R)-2-amino-2-(6-(trans-4-tert-butylcyclohexyloxy)-5-(4-ethoxyphenyl)naphthalen-2-yl)propan-1-ol). The yield is 35.0%. RXN SMILES: N[C@@](C1C=CC2C(=CC=C(O[C@H]3CC[C@H](C(C)(C)C)CC3)C=2C2C=CC(OC(F)(F)F)=CC=2)C=1)(C)CO.[C:38]([C@H:42]1[CH2:47][CH2:46][C@H:45]([O:48][C:49]2[C:50]([C:66]3[CH:71]=[CH:70][C:69]([O:72][CH2:73][CH3:74])=[CH:68][CH:67]=3)=[C:51]3[C:56](=[CH:57][CH:58]=2)[CH:55]=[C:54]([C@:59]2([CH3:65])[CH2:63][O:62]C(=O)[NH:60]2)[CH:53]=[CH:52]3)[CH2:44][CH2:43]1)([CH3:41])([CH3:40])[CH3:39]>>[NH2:60][C@@:59]([C:54]1[CH:53]=[CH:52][C:51]2[C:56](=[CH:57][CH:58]=[C:49]([O:48][C@H:45]3[CH2:46][CH2:47][C@H:42]([C:38]([CH3:39])([CH3:41])[CH3:40])[CH2:43][CH2:44]3)[C:50]=2[C:66]2[CH:71]=[CH:70][C:69]([O:72][CH2:73][CH3:74])=[CH:68][CH:67]=2)[CH:55]=1)([CH3:65])[CH2:63][OH:62]. Reported procedure: (R)-2-amino-2-(6-(trans-4-tert-butylcyclohexyloxy)-5-(4-ethoxyphenyl)naphthalen-2-yl)propan-1-ol was synthesized as per (R)-2-amino-2-(6-(trans-4-tert-butylcyclohexyloxy)-5-(4-(trifluoromethoxy)phenyl)naphthalen-2-yl)propan-1-ol (Example 221) in 35% yield using (R)-4-(6-(trans-4-tert-butylcyclohexyloxy)-5-(4-ethoxyphenyl)naphthalen-2-yl)-4-methyloxazolidin-2-one as starting material. MS; m/z=459.45 [M−16]+. 1H NMR (MeOD) δ: 7.91-7.95 (m, 1H), 7.83-7.88 (m, 1H), 7.53 (d, J=9.0 Hz, 1H), 7.44-7.49 ...